From a dataset of the Open Reaction Database (ORD), a public repository of structured organic reaction records. describe an organic reaction: reactants, conditions, products, and yield Reactants: C1CCOC1, COC(=O)C1=Cc2cc(-c3cc(C)cs3)ccc2OCC1, [Na+], [OH-]. Yields the product Cc1csc(-c2ccc3c(c2)C=C(C(=O)O)CCO3)c1. RXN SMILES: [CH2:24]1[O:25][CH2:26][CH2:27][CH2:28]1.[CH3:1][c:2]1[cH:3][c:4](-[c:7]2[cH:8][cH:9][c:10]3[c:11]([cH:21]2)[CH:12]=[C:13]([C:17](=[O:18])[O:19][CH3:20])[CH2:14][CH2:15][O:16]3)[s:5][cH:6]1.[Na+:23].[OH-:22]>>[CH3:1][c:2]1[cH:3][c:4](-[c:7]2[cH:8][cH:9][c:10]3[c:11]([cH:21]2)[CH:12]=[C:13]([C:17](=[O:18])[OH:19])[CH2:14][CH2:15][O:16]3)[s:5][cH:6]1. The reactants are O=C1OCCCN1C1=CC=C(C(=O)O)C=C1 (4-(2-oxo[1,3]oxazinan-3-yl)benzoic acid), CC=1C(=NC=C(C1)C)N1CCNCC1 (1-(3,5-dimethylpyridin-2-yl)piperazine). Product: CC=1C(=NC=C(C1)C)N1CCN(CC1)C(=O)C1=CC=C(C=C1)N1C(OCCC1)=O (3-{4-[4-(3,5-dimethylpyridin-2-yl)piperazine-1-carbonyl]phenyl}-[1,3]oxazinan-2-one). The yield is 86.4%. RXN SMILES: [O:1]=[C:2]1[N:7]([C:8]2[CH:16]=[CH:15][C:11]([C:12]([OH:14])=O)=[CH:10][CH:9]=2)[CH2:6][CH2:5][CH2:4][O:3]1.[CH3:17][C:18]1[C:19]([N:25]2[CH2:30][CH2:29][NH:28][CH2:27][CH2:26]2)=[N:20][CH:21]=[C:22]([CH3:24])[CH:23]=1>>[CH3:17][C:18]1[C:19]([N:25]2[CH2:26][CH2:27][N:28]([C:12]([C:11]3[CH:10]=[CH:9][C:8]([N:7]4[CH2:6][CH2:5][CH2:4][O:3][C:2]4=[O:1])=[CH:16][CH:15]=3)=[O:14])[CH2:29][CH2:30]2)=[N:20][CH:21]=[C:22]([CH3:24])[CH:23]=1. Reported procedure: Using 4-(2-oxo[1,3]oxazinan-3-yl)benzoic acid (111 mg) and 1-(3,5-dimethylpyridin-2-yl)piperazine (96 mg) described in Preparation Example 79 and by the reaction and treatment in the same manner as in Example 87, the title compound (171 mg) was obtained. Starting materials: O=C(O)c1ccc(Br)cc1F, CN1CCOCC1, [Cl-], ClCCl, C1CNC(CN2CCCC2)C1. The product is O=C(c1ccc(Br)cc1F)N1CCCC1CN1CCCC1. Reaction SMILES: [Br:20][c:21]1[cH:22][c:23]([F:30])[c:24]([C:25](=[O:26])[OH:27])[cH:28][cH:29]1.[CH3:12][N:13]1[CH2:14][CH2:15][O:16][CH2:17][CH2:18]1.[Cl-:19].[Cl:31][CH2:32][Cl:33].[NH:1]1[CH:2]([CH2:6][N:7]2[CH2:8][CH2:9][CH2:10][CH2:11]2)[CH2:3][CH2:4][CH2:5]1>>[N:1]1([C:25]([c:24]2[c:23]([F:30])[cH:22][c:21]([Br:20])[cH:29][cH:28]2)=[O:26])[CH:2]([CH2:6][N:7]2[CH2:8][CH2:9][CH2:10][CH2:11]2)[CH2:3][CH2:4][CH2:5]1. Starting materials: FC(C1=CC=C(C=C1)Br)(F)F (4-triflouromethylbromobenzene), C(C)(C)P(C(C)C)C(C)C (triisopropylphosphine), N1CCC(CC1)NC(OC(C)(C)C)=O (tert-butyl piperidin-4-ylcarbamate). The reagents and catalysts are CC(=O)[O-].CC(=O)[O-].[Pd+2] (Pd(OAc)2). Run in xylenes. Reaction conditions: temperature 110 celsius, time 4 hour. Product: FC(C1=CC=C(C=C1)N1CCC(CC1)NC(OC(C)(C)C)=O)(F)F (Tert-butyl 1-[4-(trifluoromethyl)phenyl]piperidin-4-ylcarbamate). Reaction SMILES: [F:1][C:2]([F:11])([F:10])[C:3]1[CH:8]=[CH:7][C:6](Br)=[CH:5][CH:4]=1.C(P(C(C)C)C(C)C)(C)C.[NH:22]1[CH2:27][CH2:26][CH:25]([NH:28][C:29](=[O:35])[O:30][C:31]([CH3:34])([CH3:33])[CH3:32])[CH2:24][CH2:23]1>CC([O-])=O.CC([O-])=O.[Pd+2]>[F:1][C:2]([F:11])([F:10])[C:3]1[CH:8]=[CH:7][C:6]([N:22]2[CH2:23][CH2:24][CH:25]([NH:28][C:29](=[O:35])[O:30][C:31]([CH3:33])([CH3:32])[CH3:34])[CH2:26][CH2:27]2)=[CH:5][CH:4]=1 |f:3.4.5|. Procedure: A 100 mL round bottom flask was mixed with 4-triflouromethylbromobenzene (3.2 g, 15.0 mmol), triisopropylphosphine (10.0 mg, 0.062 mmol), Pd(OAc)2 (3.0 mg, 0.013 mmol) and xylenes (50 mL). The reaction mixture was allowed to heat at 110° C. for a period of 30 min at which it was mixed with tert-butyl piperidin-4-ylcarbamate (1.0 g 5.0 mmol). The reaction mixture stirred at 120° C. for 4.0 hours and then cooled to RT. The reaction mixture was partitioned between EtOAc and saturated NaHCO3. The or... The reactants are C(C)OC(=O)OC(=O)OCC (pyrocarbonic acid diethyl ester), C(C)OC(=O)N1N=C(C2=CC=C(C=C12)C(F)(F)F)N (3-amino-6-trifluoromethylindazole-1-carboxylic acid ethyl ester). The solvent is C(C)O (ethanol). Yields the product NC1=NNC2=CC(=CC=C12)C(F)(F)F (3-amino-6-trifluoromethylindazole). Reaction SMILES: C(OC(OC(OCC)=O)=O)C.C(OC([N:17]1[C:25]2[C:20](=[CH:21][CH:22]=[C:23]([C:26]([F:29])([F:28])[F:27])[CH:24]=2)[C:19]([NH2:30])=[N:18]1)=O)C>C(O)C>[NH2:30][C:19]1[C:20]2[C:25](=[CH:24][C:23]([C:26]([F:28])([F:27])[F:29])=[CH:22][CH:21]=2)[NH:17][N:18]=1. Reported procedure: Analogously to Example 22, 0.04 mol of 3-amino-6-trifluoromethylindazole and 50 ml of pyrocarbonic acid diethyl ester in 25 ml of ethanol give 3-amino-6-trifluoromethylindazole-1-carboxylic acid ethyl ester (melting point: 168°-169° C; 64% of theory) in 2 hours at 80° C. The reactants are FC(C1=NC(=NO1)C=1C=C(C(=O)O)C=CC1)(F)F (3-(5-(trifluoromethyl)-1,2,4-oxadiazol-3-yl)benzoic acid), Cl.CC1N(CCNC1)C1=NC=C(C#N)C=C1 (6-(2-methylpiperazin-1-yl)nicotinonitrile hydrochloride). The product is CC1N(CCN(C1)C(C1=CC(=CC=C1)C1=NOC(=N1)C(F)(F)F)=O)C1=NC=C(C#N)C=C1 (6-(2-Methyl-4-(3-(5-(trifluoromethyl)-1,2,4-oxadiazol-3-yl)benzoyl)piperazin-1-yl)nicotinonitrile). Yield: 43.0%. RXN SMILES: [F:1][C:2]([F:18])([F:17])[C:3]1[O:7][N:6]=[C:5]([C:8]2[CH:9]=[C:10]([CH:14]=[CH:15][CH:16]=2)[C:11]([OH:13])=O)[N:4]=1.Cl.[CH3:20][CH:21]1[CH2:26][NH:25][CH2:24][CH2:23][N:22]1[C:27]1[CH:34]=[CH:33][C:30]([C:31]#[N:32])=[CH:29][N:28]=1>>[CH3:20][CH:21]1[CH2:26][N:25]([C:11](=[O:13])[C:10]2[CH:14]=[CH:15][CH:16]=[C:8]([C:5]3[N:4]=[C:3]([C:2]([F:1])([F:18])[F:17])[O:7][N:6]=3)[CH:9]=2)[CH2:24][CH2:23][N:22]1[C:27]1[CH:34]=[CH:33][C:30]([C:31]#[N:32])=[CH:29][N:28]=1 |f:1.2|. Procedure details: This compound was synthesized from 3-(5-(trifluoromethyl)-1,2,4-oxadiazol-3-yl)benzoic acid and 6-(2-methylpiperazin-1-yl)nicotinonitrile hydrochloride as described for example 37 step 3 (70 mg, yield 43%). 1H NMR (400 MHz, MeOD) δ 8.43 (d, J=2.0 Hz, 1H), 8.27 (m, 1H), 8.22 (s, 1H), 7.78-7.73 (m, 3H), 6.86 (d, J=9.0 Hz, 1H), 4.66-4.56 (m, 2H), 4.34-4.29 (m, 1H), 3.85-3.83 (m, 1H), 3.65 (m, 1H), 3.49-3.40 (m, 1H), 3.26 (m, 1H), 1.29 (m, 3H). MS (ESI) m/z: Calculated for C21H17F3N6O2: 442.14. foun...